Task: describe an organic reaction: reactants, conditions, products, and yield. Dataset: the Open Reaction Database (ORD), a public repository of structured organic reaction records Reactants: BrC1=CC2=C(N=C(S2)[C@@H]2C[C@H](C2)N2[C@@H](CCC2)C)C=C1 (Trans-6-bromo-2-{3-[(2R)-2-methylpyrrolidin-1-yl]cyclobutyl}-1,3-benzothiazole), COC1=NC(=C(C=N1)B(O)O)OC (2,6-dimethoxy-5-pyrimidineboronic acid), N1=CN=CC(=C1)B(O)O (pyrimidine-5-boronic acid). The product is COC1=NC=C(C(=N1)OC)C1=CC2=C(N=C(S2)[C@@H]2C[C@H](C2)N2[C@H](CCC2)C)C=C1 (Trans-6-(2,4-dimethoxypyrimidin-5-yl)-2-{3-[(2S)-2-methylpyrrolidin-1-yl]cyclobutyl}-1,3-benzothiazole). Reaction SMILES: Br[C:2]1[CH:20]=[CH:19][C:5]2[N:6]=[C:7]([C@H:9]3[CH2:12][C@H:11]([N:13]4[CH2:17][CH2:16][CH2:15][C@H:14]4[CH3:18])[CH2:10]3)[S:8][C:4]=2[CH:3]=1.[CH3:21][O:22][C:23]1[N:28]=[CH:27][C:26](B(O)O)=[C:25]([O:32][CH3:33])[N:24]=1.N1C=C(B(O)O)C=NC=1>>[CH3:21][O:22][C:23]1[N:24]=[C:25]([O:32][CH3:33])[C:26]([C:2]2[CH:20]=[CH:19][C:5]3[N:6]=[C:7]([C@H:9]4[CH2:12][C@H:11]([N:13]5[CH2:17][CH2:16][CH2:15][C@@H:14]5[CH3:18])[CH2:10]4)[S:8][C:4]=3[CH:3]=2)=[CH:27][N:28]=1. Procedure: The title compound was prepared according to the procedure described in Example 1F, substituting the product of Example 11A for the product of Example 1E and substituting 2,6-dimethoxy-5-pyrimidineboronic acid for pyrimidine-5-boronic acid. 1H NMR (500 MHz, CDCl3) δ ppm 8.32 (s, 1H) 8.02 (d, J=8.54 Hz, 1H) 7.98 (d, J=1.53 Hz, 1H) 7.57 (dd, J=8.39, 1.68 Hz, 1H) 4.06 (s, 3H) 4.05 (s, 3H) 3.83-3.95 (m, 1H) 3.51-3.72 (m, 1H) 3.10-3.29 (m, 1H) 2.68-2.80 (m, 3H) 2.40-2.65 (m, 3H) 1.49-2.13 (m, 4H) 1.1... The reactants are ice, [OH-].[Na+] (sodium hydroxide), C(C)OC(CC(C(C)C)=O)=O (4-methyl-3-oxo-pentanoic acid ethyl ester), ClC(CCl)OCC (1,2-dichloro-1-ethoxy-ethane). Solvent: O (water), C(C)OCC (diethyl ether). Conditions: time 1 hour. Product: C(C)OC(=O)C1=C(OC=C1)C(C)C (2-Isopropyl-furan-3-carboxylic acid ethyl ester). Isolated yield 69.5%. RXN SMILES: [OH-].[Na+].[CH2:3]([O:5][C:6](=[O:13])[CH2:7][C:8](=[O:12])[CH:9]([CH3:11])[CH3:10])[CH3:4].Cl[CH:15](OCC)[CH2:16]Cl>O.C(OCC)C>[CH2:3]([O:5][C:6]([C:7]1[CH:16]=[CH:15][O:12][C:8]=1[CH:9]([CH3:10])[CH3:11])=[O:13])[CH3:4] |f:0.1|. Procedure: An ice-chilled solution of sodium hydroxide (1.9 g) in water (25 ml) was added, during 40 minutes, to a stirred solution of 4-methyl-3-oxo-pentanoic acid ethyl ester (3 g, 18.96 mmoles) and 1,2-dichloro-1-ethoxy-ethane (3.3 g, 35.19 mmole) in diethyl ether (15 ml) with ice bath cooling. When the addition was complete the mixture was stirred rapidly for 1 hour, then the ethereal layer was separated, washed with water and dried. Evaporation of the solvent gave a yellow oil, which was purified by f... Reactants: ClC1=CC(=C(C(NO)=N)C=C1)F (4-chloro-2-fluoro-N-hydroxybenzimidamide), C(C#C)(=O)OCC (ethyl propiolate). The product is ClC1=CC(=C(C(NOC=CC(=O)OCC)=N)C=C1)F (ethyl 3-(4-chloro-2-fluorobenzimidamidooxy)acrylate). RXN SMILES: [Cl:1][C:2]1[CH:11]=[CH:10][C:5]([C:6](=[NH:9])[NH:7][OH:8])=[C:4]([F:12])[CH:3]=1.[C:13]([O:17][CH2:18][CH3:19])(=[O:16])[C:14]#[CH:15]>>[Cl:1][C:2]1[CH:11]=[CH:10][C:5]([C:6](=[NH:9])[NH:7][O:8][CH:15]=[CH:14][C:13]([O:17][CH2:18][CH3:19])=[O:16])=[C:4]([F:12])[CH:3]=1. Procedure details: Scheme 15 shows the synthesis of 5-(2-(4-chloro-2-fluorophenyl)-1H-imidazol-4-yl)-1-isopropyl-3-methyl-1H-1,2,4-triazole 44 from 4-chloro-2-fluorobenzonitrile 38. Addition of hydroxylamine to the nitrile of 38 gave 4-chloro-2-fluoro-N-hydroxybenzimidamide 39. Michael addition of 39 to ethyl propiolate gave ethyl 3-(4-chloro-2-fluorobenzimidamidooxy)acrylate 40. Heating 40 in diphenyl oxide gave cyclized imidazole, ethyl 2-(4-chloro-2-fluorophenyl)-1H-imidazole-4-carboxylate 41. Saponification of... Starting materials: ClCl (chlorine), C31H31ClN4O5, ClCl (chlorine), ClC=1C=CC2=C(NC(=N2)C(CC2=CC=C(C=C2)O)NC(C2=CC(=C(C=C2)C(=O)N2CCCC2)C)=O)C1 (N-[1-(6-chloro-1H-benzimidazol-2-yl)-2-(4-hydroxyphenyl)ethyl]-3-methyl-4-(pyrrolidin-1-ylcarbonyl)benzamide), BrCC(=O)OC (methyl bromoacetate), C([O-])([O-])=O.[K+].[K+] (potassium carbonate). Run in ClCCl.C(C)O (dichloromethane ethanol), CN(C=O)C (dimethylformamide). Product: ClC=1C=CC2=C(N(C(=N2)C(CC2=CC=C(C=C2)O)NC(C2=CC(=C(C=C2)C(=O)N2CCCC2)C)=O)CC(=O)OC)C1 (rac.-N-{1-[6-chloro-1-(methoxycarbonylmethyl)-1H-benzimidazol-2-yl]-2-(4-hydroxyphenyl)ethyl}-3-methyl-4-(pyrrolidin-1-ylcarbonyl)benzamide). Yield: 30.0%. As a reaction SMILES: [Cl:1][C:2]1[CH:3]=[CH:4][C:5]2[N:9]=[C:8]([CH:10]([NH:19][C:20](=[O:35])[C:21]3[CH:26]=[CH:25][C:24]([C:27]([N:29]4[CH2:33][CH2:32][CH2:31][CH2:30]4)=[O:28])=[C:23]([CH3:34])[CH:22]=3)[CH2:11][C:12]3[CH:17]=[CH:16][C:15]([OH:18])=[CH:14][CH:13]=3)[NH:7][C:6]=2[CH:36]=1.Br[CH2:38][C:39]([O:41][CH3:42])=[O:40].C(=O)([O-])[O-].[K+].[K+].ClCl>CN(C)C=O.ClCCl.C(O)C>[Cl:1][C:2]1[CH:3]=[CH:4][C:5]2[N:9]=[C:8]([CH:10]([NH:19][C:20](=[O:35])[C:21]3[CH:26]=[CH:25][C:24]([C:27]([N:29]4[CH2:33][CH2:32][CH2:31][CH2:30]4)=[O:28])=[C:23]([CH3:34])[CH:22]=3)[CH2:11][C:12]3[CH:13]=[CH:14][C:15]([OH:18])=[CH:16][CH:17]=3)[N:7]([CH2:38][C:39]([O:41][CH3:42])=[O:40])[C:6]=2[CH:36]=1 |f:2.3.4,7.8|. Procedure: Prepared analogously to Example 6b from N-[1-(6-chloro-1H-benzimidazol-2-yl)-2-(4-hydroxyphenyl)ethyl]-3-methyl-4-(pyrrolidin-1-ylcarbonyl)benzamide, methyl bromoacetate, and potassium carbonate in dimethylformamide. Yield: 30%; Rf value: 0.33 (silica gel; dichloromethane/ethanol=19:1); C31H31ClN4O5 (575.06); mass spectrum: (M+H)+=575/577 (chlorine isotope) and (M−H)−=573/575 (chlorine isotope). Starting materials: C(CCCCC)(=O)O (caproic acid), ClN(C(C)C)C(C)C (N-chlorodiisopropylamine), S(O)(O)(=O)=O (sulfuric acid). Yields the product 177, ClC(CCCC(=O)O)C (5-chlorocaproic acid). Reaction SMILES: [C:1]([OH:8])(=[O:7])[CH2:2][CH2:3][CH2:4][CH2:5][CH3:6].[Cl:9]N(C(C)C)C(C)C.S(=O)(=O)(O)O>>[Cl:9][CH:5]([CH3:6])[CH2:4][CH2:3][CH2:2][C:1]([OH:8])=[O:7]. Procedure: 147 parts by mass of the obtained caproic acid and an equivalent amount of N-chlorodiisopropylamine were added to 1,000 parts by mass of 84% sulfuric acid and were reacted for 5 hours at 25° C. to obtain 177 parts by mass of 5-chlorocaproic acid. Then 177 parts by mass of the 5-chlorocaproic acid were boiled with an aqueous solution of an equivalent amount of sodium hydroxide to obtain 129 parts by mass of δ-caprolactone. The 13C-NMR (100 MHz, TMS, CDCl3) of the synthesized δ-caprolactone was me... Reactants: [Cl-].[Li+] (lithium chloride), COC1=C(C=C(C(=O)N2CS(C3=C2C=CC=C3)(=O)=O)C=C1C(F)(F)F)C(=O)N1CCCC1 (3-[4-methoxy-3-(pyrrolidine-1-carbonyl)-5-trifluoromethylbenzoyl]-1,1-dioxo-2,3-dihydro-1,3-benzothiazole), Cl (hydrochloric acid). Run in CN(C=O)C (N,N-dimethylformamide). Reaction conditions: temperature 120 celsius, time 2 hour. Product: OC1=C(C=C(C(=O)N2CS(C3=C2C=CC=C3)(=O)=O)C=C1C(F)(F)F)C(=O)N1CCCC1 (3-[4-hydroxy-3-(pyrrolidine-1-carbonyl)-5-trifluoromethylbenzoyl]-1,1-dioxo-2,3-dihydro-1,3-benzothiazole). The yield is 94.3%. Reaction SMILES: C[O:2][C:3]1[C:21]([C:22]([F:25])([F:24])[F:23])=[CH:20][C:6]([C:7]([N:9]2[C:13]3[CH:14]=[CH:15][CH:16]=[CH:17][C:12]=3[S:11](=[O:19])(=[O:18])[CH2:10]2)=[O:8])=[CH:5][C:4]=1[C:26]([N:28]1[CH2:32][CH2:31][CH2:30][CH2:29]1)=[O:27].[Cl-].[Li+].Cl>CN(C)C=O>[OH:2][C:3]1[C:21]([C:22]([F:25])([F:24])[F:23])=[CH:20][C:6]([C:7]([N:9]2[C:13]3[CH:14]=[CH:15][CH:16]=[CH:17][C:12]=3[S:11](=[O:19])(=[O:18])[CH2:10]2)=[O:8])=[CH:5][C:4]=1[C:26]([N:28]1[CH2:29][CH2:30][CH2:31][CH2:32]1)=[O:27] |f:1.2|. Procedure: 3-[4-methoxy-3-(pyrrolidine-1-carbonyl)-5-trifluoromethylbenzoyl]-1,1-dioxo-2,3-dihydro-1,3-benzothiazole (715 mg) was dissolved in N,N-dimethylformamide (7 mL), and lithium chloride (649 mg) was added to the solution, and then the mixture was stirred at 120° C. for 2 hours. To the reaction solution, 1N hydrochloric acid was added, and then the mixture was extracted with ethyl acetate. The organic layer was washed with 1N hydrochloric acid and saturated brine, and then dried over anhydrous sodiu... Reactants: OC1CCCN(C2=C1C=C(C=C2)Cl)C(C2=C(C=C(C=C2)NC(C2=C(C=CC=C2)C)=O)C)=O (5-hydroxy-7-chloro-1-[2-methyl-4-(2-methylbenzoylamino)benzoyl]-2,3,4,5-tetrahydro-1H-benzazepine), CN(C)C1=NC=CC=C1 (dimethylaminopyridine), Cl.CN(C)C1=NC=CC=C1 (dimethylaminopyridine hydrochloride), C(C1=CC=CC=C1)OC(=O)N[C@@H](C(C)C)C(=O)O (N-benzyloxycarbonyl-L-valine), C1(CCCCC1)N=C=NC1CCCCC1 (dicyclohexylcarbodiimide). The reagents and catalysts are [Pd] (Pd-C). The solvent is C(C)(=O)O (acetic acid), C(C)(=O)OCC (ethyl acetate), C(C)(=O)O (acetic acid), CO (methanol), C(Cl)(Cl)Cl (chloroform). Run at time 7 hour. The product is N[C@@H](C(C)C)C(=O)OC1CCCN(C2=C1C=C(C=C2)Cl)C(C2=C(C=C(C=C2)NC(C2=C(C=CC=C2)C)=O)C)=O (5-L-valyloxy-7-chloro-1-[2-methyl-4-(2-methylbenzoylamino)-benzoyl]-2,3,4,5-tetrahydro-1H-benzazepine). Isolated yield 38.5%. RXN SMILES: [OH:1][CH:2]1[C:8]2[CH:9]=[C:10]([Cl:13])[CH:11]=[CH:12][C:7]=2[N:6]([C:14](=[O:32])[C:15]2[CH:20]=[CH:19][C:18]([NH:21][C:22](=[O:30])[C:23]3[CH:28]=[CH:27][CH:26]=[CH:25][C:24]=3[CH3:29])=[CH:17][C:16]=2[CH3:31])[CH2:5][CH2:4][CH2:3]1.CN(C1C=CC=CN=1)C.Cl.CN(C1C=CC=CN=1)C.C(OC([NH:62][C@H:63]([C:67](O)=[O:68])[CH:64]([CH3:66])[CH3:65])=O)C1C=CC=CC=1.C1(N=C=NC2CCCCC2)CCCCC1>C(Cl)(Cl)Cl.C(O)(=O)C.C(OCC)(=O)C.[Pd].CO>[NH2:62][C@H:63]([C:67]([O:1][CH:2]1[C:8]2[CH:9]=[C:10]([Cl:13])[CH:11]=[CH:12][C:7]=2[N:6]([C:14](=[O:32])[C:15]2[CH:20]=[CH:19][C:18]([NH:21][C:22](=[O:30])[C:23]3[CH:28]=[CH:27][CH:26]=[CH:25][C:24]=3[CH3:29])=[CH:17][C:16]=2[CH3:31])[CH2:5][CH2:4][CH2:3]1)=[O:68])[CH:64]([CH3:66])[CH3:65] |f:2.3|. Reported procedure: To a solution of 5-hydroxy-7-chloro-1-[2-methyl-4-(2-methylbenzoylamino)benzoyl]-2,3,4,5-tetrahydro-1H-benzazepine (1.0 g), dimethylaminopyridine (1.26 g) and dimethylaminopyridine hydrochloride (1.10 g) in chloroform (20 ml) are added N-benzyloxycarbonyl-L-valine (672 mg) and dicyclohexylcarbodiimide (1.42 g), and the mixture is stirred at room temperature for 7 hours. To the mixture are added methanol (3 ml) and acetic acid (0.7 ml), and the mixture is stirred at room temperature for 30 minute...